From a dataset of the Open Reaction Database (ORD), a public repository of structured organic reaction records. describe an organic reaction: reactants, conditions, products, and yield Reactants: C1(=C(C=CC=C1)C(C(=O)O)CCCCCCCCCCCCCCCC)C (tolylstearic acid), C(C)(=O)O (acetic acid), O=O (oxygen). The reagents and catalysts are C(C)(=O)[O-].[Co+2].C(C)(=O)[O-] (cobalt (II) acetate). Conditions: temperature 105 celsius. Yields the product C(=O)(O)C(C(=O)O)(CCCCCCCCCCCCCCCC)C1=CC=CC=C1 (carboxyphenylstearic acid). RXN SMILES: [C:1]1(C)[CH:6]=[CH:5][CH:4]=[CH:3][C:2]=1[CH:7]([CH2:11][CH2:12][CH2:13][CH2:14][CH2:15][CH2:16][CH2:17][CH2:18][CH2:19][CH2:20][CH2:21][CH2:22][CH2:23][CH2:24][CH2:25][CH3:26])[C:8]([OH:10])=[O:9].O=O.[C:30]([OH:33])(=[O:32])C>C([O-])(=O)C.[Co+2].C([O-])(=O)C>[C:30]([C:7]([C:2]1[CH:1]=[CH:6][CH:5]=[CH:4][CH:3]=1)([CH2:11][CH2:12][CH2:13][CH2:14][CH2:15][CH2:16][CH2:17][CH2:18][CH2:19][CH2:20][CH2:21][CH2:22][CH2:23][CH2:24][CH2:25][CH3:26])[C:8]([OH:10])=[O:9])([OH:33])=[O:32] |f:3.4.5|. Reported procedure: One-hundred and eight grams of the distilled tolylstearic acid was charged to a one-liter stirred Parr autoclave with 400 mls acetic acid and 50 gms cobalt (II) acetate. The reactor was sealed, heated to 105° C. and pressured with oxygen to 350 psig.